From a dataset of the Open Reaction Database (ORD), a public repository of structured organic reaction records. describe an organic reaction: reactants, conditions, products, and yield Starting materials: O (water), CS(=O)(=O)OC[C@H](C(C)(C)C)NC1=CC(=NC=C1F)C1=CN(C2=NC=C(C=C21)F)S(=O)(=O)C2=CC=C(C)C=C2 ((S)-2-(5-fluoro-2-(5-fluoro-1-tosyl-1H-pyrrolo[2,3-b]pyridin-3-yl)pyridin-4-ylamino)-3,3-dimethylbutyl methanesulfonate), CS(=O)(=O)OC[C@H](C(C)(C)C)NC1=CC(=NC=C1F)C1=CN(C2=NC=C(C=C21)F)S(=O)(=O)C2=CC=C(C)C=C2 ((S)-2-(5-fluoro-2-(5-fluoro-1-tosyl-1H-pyrrolo[2,3-b]pyridin-3-yl)pyridin-4-ylamino)-3,3-dimethylbutyl methanesulfonate), C(C)(=S)[O-].[K+] (potassium thioacetate). Run in CN(C)C=O (DMF). Conditions: temperature 80 celsius, time 1 hour. The product is C(C)(OC[C@H](C(C)(C)C)NC1=CC(=NC=C1F)C1=CN(C2=NC=C(C=C21)F)S(=O)(=O)C2=CC=C(C)C=C2)=S ((S)-2-(5-fluoro-2-(5-fluoro-1-tosyl-1H-pyrrolo[2,3-b]pyridin-3-yl)pyridin-4-ylamino)-3,3-dimethylbutyl ethanethioate). As a reaction SMILES: CS([O:5][CH2:6][C@@H:7]([NH:12][C:13]1[C:18]([F:19])=[CH:17][N:16]=[C:15]([C:20]2[C:28]3[C:23](=[N:24][CH:25]=[C:26]([F:29])[CH:27]=3)[N:22]([S:30]([C:33]3[CH:39]=[CH:38][C:36]([CH3:37])=[CH:35][CH:34]=3)(=[O:32])=[O:31])[CH:21]=2)[CH:14]=1)[C:8]([CH3:11])([CH3:10])[CH3:9])(=O)=O.[C:40]([O-])(=[S:42])[CH3:41].[K+].O>CN(C=O)C>[C:40](=[S:42])([O:5][CH2:6][C@@H:7]([NH:12][C:13]1[C:18]([F:19])=[CH:17][N:16]=[C:15]([C:20]2[C:28]3[C:23](=[N:24][CH:25]=[C:26]([F:29])[CH:27]=3)[N:22]([S:30]([C:33]3[CH:34]=[CH:35][C:36]([CH3:37])=[CH:38][CH:39]=3)(=[O:31])=[O:32])[CH:21]=2)[CH:14]=1)[C:8]([CH3:10])([CH3:9])[CH3:11])[CH3:41] |f:1.2|. Reported procedure: To a solution of (S)-2-(5-fluoro-2-(5-fluoro-1-tosyl-1H-pyrrolo[2,3-b]pyridin-3-yl)pyridin-4-ylamino)-3,3-dimethylbutyl methanesulfonate, 55a, (10.5 g, 18.11 mmol) in dry DMF (200 mL) was added potassium thioacetate (3.1 g, 27.1 mmol). The brown solution was heated with stirring at 80° C. for 1 hour. The thick brown suspension was poured into water and extracted with EtOAc (3×100 mL). The combined organic phases were dried (MgSO4), filtered and concentrated under reduced pressure. The crude resi... The reactants are C(C1=CC=CC=C1)OC1=CC=C(C=C1C1=CC=C(C=C1)C(F)(F)F)[C@H]1[C@@H](C1)NCCN1C[C@@H](CC1)NC(OC(C)(C)C)=O (tert-butyl(R)-1-(2-((trans)-2-(6-(benzyloxy)-4′-(trifluoromethyl)biphenyl-3-yl)cyclopropylamino)ethyl)pyrrolidin-3-ylcarbamate), Cl (HCl). Solvent: O1CCOCC1 (dioxane), O1CCOCC1 (1,4dioxane). Reaction conditions: time 16 hour. The product is Cl.Cl.C(C1=CC=CC=C1)OC1=CC=C(C=C1C1=CC=C(C=C1)C(F)(F)F)[C@H]1[C@@H](C1)NCCN1C[C@@H](CC1)N ((R)-1-(2-((trans)-2-(6-(benzyloxy)-4′-(trifluoromethyl)biphenyl-3-yl)cyclopropylamino)ethyl)pyrrolidin-3-amine dihydrochloride). Isolated yield 95.0%. Reaction SMILES: [CH2:1]([O:8][C:9]1[C:14]([C:15]2[CH:20]=[CH:19][C:18]([C:21]([F:24])([F:23])[F:22])=[CH:17][CH:16]=2)=[CH:13][C:12]([C@@H:25]2[CH2:27][C@H:26]2[NH:28][CH2:29][CH2:30][N:31]2[CH2:35][CH2:34][C@@H:33]([NH:36]C(=O)OC(C)(C)C)[CH2:32]2)=[CH:11][CH:10]=1)[C:2]1[CH:7]=[CH:6][CH:5]=[CH:4][CH:3]=1.[ClH:44]>O1CCOCC1>[ClH:44].[ClH:44].[CH2:1]([O:8][C:9]1[C:14]([C:15]2[CH:16]=[CH:17][C:18]([C:21]([F:23])([F:24])[F:22])=[CH:19][CH:20]=2)=[CH:13][C:12]([C@@H:25]2[CH2:27][C@H:26]2[NH:28][CH2:29][CH2:30][N:31]2[CH2:35][CH2:34][C@@H:33]([NH2:36])[CH2:32]2)=[CH:11][CH:10]=1)[C:2]1[CH:3]=[CH:4][CH:5]=[CH:6][CH:7]=1 |f:3.4.5|. Reported procedure: To a cooled solution of tert-butyl(R)-1-(2-((trans)-2-(6-(benzyloxy)-4′-(trifluoromethyl)biphenyl-3-yl)cyclopropylamino)ethyl)pyrrolidin-3-ylcarbamate (400 mg, 0.67 mmol) in dioxane (8 mL) at 0° C., HCl in 1,4dioxane (4 mL) was added and stirred for 16 h at RT. The progress of the reaction was monitored by TLC. After completion, the solvent was evaporated, residue was triturated with Et2O to get (R)-1-(2-((trans)-2-(6-(benzyloxy)-4′-(trifluoromethyl)biphenyl-3-yl)cyclopropylamino)ethyl)pyrrolidi... Starting materials: OS(=O)(=O)O (H2SO4), OC1=C(C(CCC1)=O)CC(C)=O (3-hydroxy-2(2-oxopropyl)-2-cyclohexene-1-one), ice water. The solvent is C(Cl)Cl (CH2Cl2). Reaction conditions: time 1 hour. Yields the product CC1=CC2=C(O1)CCCC2=O (6,7-Dihydro-2-methylbenzo(b)furan-4(5H)-one). RXN SMILES: OS(O)(=O)=O.O[C:7]1[CH2:12][CH2:11][CH2:10][C:9](=[O:13])[C:8]=1[CH2:14][C:15](=[O:17])[CH3:16]>C(Cl)Cl>[CH3:16][C:15]1[O:17][C:7]2[CH2:12][CH2:11][CH2:10][C:9](=[O:13])[C:8]=2[CH:14]=1. Procedure details: To a solution of conc. H2SO4 (300 ml) cooled in an ice-bath was added a solution of 3-hydroxy-2(2-oxopropyl)-2-cyclohexene-1-one (190 g in 300 ml CH2Cl2). Upon completion of addition, the mixture was stirred at ambient temperature for about 1 hour. The mixture was then slowly poured into 3 l ice water, and then about 1 l of CH2Cl2 was added. The layers are separated and the aqueous layer extracted thrice with CH2Cl2 and the combined CH2Cl2 layers again extracted thrice with water. The CH2Cl2 lay... As a reaction SMILES: [Br-:17].[CH3:18][Mg+:19].[CH3:1][O:2][c:3]1[cH:4][c:5]2[c:10]([cH:11][c:12]1[CH3:13])[C:9](=[O:14])[CH2:8][CH2:7][C:6]2([CH3:15])[CH3:16].[CH3:20][CH2:21][O:22][CH2:23][CH3:24].[O:25]1[CH2:26][CH2:27][CH2:28][CH2:29]1>>[CH3:1][O:2][c:3]1[cH:4][c:5]2[c:10]([cH:11][c:12]1[CH3:13])[C:9]([CH3:20])=[CH:8][CH2:7][C:6]2([CH3:15])[CH3:16]. Reactants: [Br-], C[Mg+], COc1cc2c(cc1C)C(=O)CCC2(C)C, CCOCC, C1CCOC1. Product: COc1cc2c(cc1C)C(C)=CCC2(C)C.